From a dataset of the Open Reaction Database (ORD), a public repository of structured organic reaction records. describe an organic reaction: reactants, conditions, products, and yield Starting materials: ClC=1C=C2C=CC(=CC2=CC1)SC[C@H](C(=O)OC)O (methyl (2S)-3-[(6-chloronaphthalen-2-yl)thio]-2-hydroxypropionate), [OH-].[Na+] (sodium hydroxide). Run in C(C)O (ethanol). Yields the product ClC=1C=C2C=CC(=CC2=CC1)SC[C@H](C(=O)O)O ((2S)-3-[(6-Chloronaphthalen-2-yl)thio]-2-hydroxypropionic acid). The yield is 97.2%. As a reaction SMILES: [Cl:1][C:2]1[CH:3]=[C:4]2[C:9](=[CH:10][CH:11]=1)[CH:8]=[C:7]([S:12][CH2:13][C@@H:14]([OH:19])[C:15]([O:17]C)=[O:16])[CH:6]=[CH:5]2.[OH-].[Na+]>C(O)C>[Cl:1][C:2]1[CH:3]=[C:4]2[C:9](=[CH:10][CH:11]=1)[CH:8]=[C:7]([S:12][CH2:13][C@@H:14]([OH:19])[C:15]([OH:17])=[O:16])[CH:6]=[CH:5]2 |f:1.2|. Procedure: To a suspension of methyl (2S)-3-[(6-chloronaphthalen-2-yl)thio]-2-hydroxypropionate (5.4 g) obtained in Example 112a) in ethanol (150 mL), a 8 N aqueous sodium hydroxide solution (6.8 mL) was added, and the mixture was mixed at room temperature for 3 hours. Ethanol was distilled off under reduced pressure, and then the precipitates were collected by filtration. The solid was suspended in water (100 mL), pH was adjusted to about 3 with 1 N hydrochloric acid, and the precipitates were then collec... Starting materials: C(#N)[Cu] (CuCN), [C-]#N.[Na+] (NaCN), C(=O)([O-])[O-].[Na+].[Na+] (Na2CO3), NC=1C=C(C[C@H](N)C(=O)O)C=CC1O (3-amino-L-tyrosine), C(=O)([O-])[O-].[Na+].[Na+] (Na2CO3), N(=O)[O-].[Na+] (NaNO2). Solvent: O (water), Cl (HCl), Cl (HCl), O (water). Run at temperature 0 celsius, time 7 minute. The product is C(#N)C=1C=C(C[C@H](N)C(=O)O)C=CC1O (3-cyano-L-tyrosine). Isolated yield 24.2%. As a reaction SMILES: N[C:2]1[CH:3]=[C:4]([CH:11]=[CH:12][C:13]=1[OH:14])[CH2:5][C@@H:6]([C:8]([OH:10])=[O:9])[NH2:7].N([O-])=O.[Na+].C([O-])([O-])=O.[Na+].[Na+].[C:25]([Cu])#[N:26].[C-]#N.[Na+]>Cl.O>[C:25]([C:2]1[CH:3]=[C:4]([CH:11]=[CH:12][C:13]=1[OH:14])[CH2:5][C@@H:6]([C:8]([OH:10])=[O:9])[NH2:7])#[N:26] |f:1.2,3.4.5,7.8|. Procedure: A solution of 5.70 g of 3-amino-L-tyrosine (Aldrich) in 35 mL of 2.15 N aqueous HCl was cooled to 0° C. and treated with a solution of 1.41 g of NaNO2 (Aldrich) in 5 mL of water followed by 2.97 g of Na2CO3. After stirring at 0° C. for 7 min, the solution was slowly added (via an addition funnel) to a stirred mixture of 3.58 g of CuCN (Aldrich), 5.88 g of NaCN (Aldrich) and 5.72 g of Na2CO3 in 40 mL of water maintained at 75° C. in a 250 mL 3-necked flask equipped with a condenser. During the ad...